Dataset: the Open Reaction Database (ORD), a public repository of structured organic reaction records. Task: describe an organic reaction: reactants, conditions, products, and yield Reactants: C(C)(=O)C1=CC=CC2=C1NC(O2)=O (4-acetyl-3H-benzoxazol-2-one), CI (methyl iodide), [K].CC(C)([O-])C (potassium tert.-butoxide). Solvent: CN(C=O)C (N,N-dimethylformamide). Yields the product C(C)(=O)C1=CC=CC2=C1N(C(O2)=O)C (4-Acetyl-3-methyl-3H-benzoxazol-2-one). RXN SMILES: [C:1]([C:4]1[C:9]2[NH:10][C:11](=[O:13])[O:12][C:8]=2[CH:7]=[CH:6][CH:5]=1)(=[O:3])[CH3:2].CI.[K].[CH3:17]C(C)([O-])C>CN(C)C=O>[C:1]([C:4]1[C:9]2[N:10]([CH3:17])[C:11](=[O:13])[O:12][C:8]=2[CH:7]=[CH:6][CH:5]=1)(=[O:3])[CH3:2] |f:2.3,^1:15|. Reported procedure: Prepared by reacting 4-acetyl-3H-benzoxazol-2-one with methyl iodide in the presence of potassium-tert.-butoxide in N,N-dimethylformamide at ambient temperature.